Dataset: the Open Reaction Database (ORD), a public repository of structured organic reaction records. Task: describe an organic reaction: reactants, conditions, products, and yield Starting materials: ClC1=NC(=C2N=CN(C2=N1)C1CCCC1)Cl (2,6-dichloro-9-cyclopentylpurine), NC1=CC=CC=C1 (aniline). Solvent: C(C)N(CC)CC (triethylamine). Product: ClC1=NC(=C2N=CN(C2=N1)C1CCCC1)NC1=CC=CC=C1 (2-Chloro-6-(phenylamino)-9-cyclopentylpurine). As a reaction SMILES: [Cl:1][C:2]1[N:10]=[C:9]2[C:5]([N:6]=[CH:7][N:8]2[CH:11]2[CH2:15][CH2:14][CH2:13][CH2:12]2)=[C:4](Cl)[N:3]=1.[NH2:17][C:18]1[CH:23]=[CH:22][CH:21]=[CH:20][CH:19]=1>C(N(CC)CC)C>[Cl:1][C:2]1[N:10]=[C:9]2[C:5]([N:6]=[CH:7][N:8]2[CH:11]2[CH2:15][CH2:14][CH2:13][CH2:12]2)=[C:4]([NH:17][C:18]2[CH:23]=[CH:22][CH:21]=[CH:20][CH:19]=2)[N:3]=1. Procedure details: 2-Chloro-6-(phenylamino)-9-cyclopentylpurine is prepared from 2,6-dichloro-9-cyclopentylpurine, aniline, and triethylamine essentially as described above in Example 1, Scheme A, step b. The reactants are FC=1C=C(C=C(C1B1OC(C(O1)(C)C)(C)C)F)C(C)O (1-(3,5-difluoro-4-(4,4,5,5-tetramethyl-1,3,2-dioxaborolan-2-yl)phenyl)ethanol), FC1=CC(=CC(=C1)C)F (1,3-difluoro-5-methylbenzene), C(CCC)[Li] (butyl lithium). Product: FC1=C(C(=CC(=C1)C)F)B1OC(C(O1)(C)C)(C)C (2-(2,6-difluoro-4-methylphenyl)-4,4,5,5-tetramethyl-1,3,2-dioxaborolane). As a reaction SMILES: [F:1][C:2]1[CH:3]=[C:4]([CH:18](O)C)[CH:5]=[C:6]([F:17])[C:7]=1[B:8]1[O:12][C:11]([CH3:14])([CH3:13])[C:10]([CH3:16])([CH3:15])[O:9]1.FC1C=C(C)C=C(F)C=1.C([Li])CCC>>[F:17][C:6]1[CH:5]=[C:4]([CH3:18])[CH:3]=[C:2]([F:1])[C:7]=1[B:8]1[O:12][C:11]([CH3:14])([CH3:13])[C:10]([CH3:16])([CH3:15])[O:9]1. Procedure: Following the procedure of Intermediate 106, replacing 1-(3,5-difluorophenyl)ethanol with 1,3-difluoro-5-methylbenzene, and reducing the number of equivalents of butyl lithium to 1.05 provided the title compound. The reactants are CC1=[SH]C(=NC(=O)C(C)(C)C)N(c2cccc(C(F)(F)F)c2)C1, C1CCOC1, COc1ccc(P2(=S)SP(=S)(c3ccc(OC)cc3)S2)cc1. The product is CC1=[SH]C(=NC(=S)C(C)(C)C)N(c2cccc(C(F)(F)F)c2)C1. Reaction SMILES: [C:1]([CH3:2])([CH3:3])([CH3:4])[C:5](=[O:6])[N:7]=[C:8]1[SH:9]=[C:10]([CH3:23])[CH2:11][N:12]1[c:13]1[cH:14][c:15]([C:19]([F:20])([F:21])[F:22])[cH:16][cH:17][cH:18]1.[CH2:46]1[O:47][CH2:48][CH2:49][CH2:50]1.[CH3:24][O:25][c:26]1[cH:27][cH:28][c:29]([P:30]2(=[S:31])[S:32][P:34](=[S:35])([c:36]3[cH:37][cH:38][c:39]([O:40][CH3:41])[cH:42][cH:43]3)[S:33]2)[cH:44][cH:45]1>>[C:1]([CH3:2])([CH3:3])([CH3:4])[C:5]([N:7]=[C:8]1[SH:9]=[C:10]([CH3:23])[CH2:11][N:12]1[c:13]1[cH:14][c:15]([C:19]([F:20])([F:21])[F:22])[cH:16][cH:17][cH:18]1)=[S:33]. Starting materials: CC[C@]12CC(=C3[C@@]4([C@H]1N(CC4)CC=C2)C=5C=CC=CC5N3)C(=O)OC (tabersonine), O=O (oxygen), [OH-].[Na+] (NaOH), P(OCC)(OCC)OCC (triethyl phosphite). Run in CO (methanol), C1=C2C(=C(C(=C1I)O)I)OC3=C(C(=C(C=C3C24C5=C(C(=C(C(=C5Cl)Cl)Cl)Cl)C(=O)O4)I)O)I (Rose Bengal). Run at time 15 minute. Product: CC[C@@]12CCCN3[C@@H]1C4=C(C=5C=CC=CC5N4[C@](C2)(C(=O)OC)O)CC3 (vincamine), CCC12CCCN3C1C4=C(CC3)C5=CC=CC=C5N4C(C2)(C(=O)OC)O (16-epivincamine). The yield is 19.0%. RXN SMILES: [CH3:1][CH2:2][C@:3]12[CH:14]=[CH:13][CH2:12][N:9]3[CH2:10][CH2:11][C@@:7]4([C:15]5[CH:16]=[CH:17][CH:18]=[CH:19][C:20]=5[NH:21][C:6]4=[C:5]([C:22]([O:24][CH3:25])=[O:23])[CH2:4]1)[C@H:8]23.[OH-].[Na+].P(OCC)(OCC)[O:29]CC.O=O>CO.C1C(I)=C(O)C(I)=C2OC3C(C4(OC(=O)C5C(Cl)=C(Cl)C(Cl)=C(Cl)C4=5)C=12)=CC(I)=C(O)C=3I>[CH3:1][CH2:2][C@:3]12[CH2:4][C@:5]([OH:29])([C:22]([O:24][CH3:25])=[O:23])[N:21]3[C:6]4=[C:7]([CH2:11][CH2:10][N:9]([C@@H:8]14)[CH2:12][CH2:13][CH2:14]2)[C:15]1[CH:16]=[CH:17][CH:18]=[CH:19][C:20]=13.[CH3:1][CH2:2][C:3]12[CH2:4][C:5]([OH:29])([C:22]([O:24][CH3:25])=[O:23])[N:21]3[C:6]4=[C:7]([C:15]5[C:20]3=[CH:19][CH:18]=[CH:17][CH:16]=5)[CH2:11][CH2:10][N:9]([CH:8]14)[CH2:12][CH2:13][CH2:14]2 |f:1.2|. Procedure: 1 gr of tabersonine was dissolved in 150 ml of methanol containing 0.0066% (weight/volume) of Rose Bengal as a photosensitizer. 2 ml of NaOH 2 N and 1.5 ml of triethyl phosphite were added and irradiation was provided with a tungsten lamp of 300 W for about 50 minutes, maintaining a constant flow of oxygen equal to 5-10 l/hour and a temperature of 20° C. in the solution. After the reaction was complete, the solution was concentrated to a residue under reduced pressure, taken up with chloroform a... Starting materials: BrC1=C(C=C(C=C1)COC=1C=C(C=CC1)CCC(=O)OC)C (Methyl 3-(3-(((4-bromo-3-methylphenyl)methyl)oxy)phenyl)propanoate), [F-].[Cs+] (cesium fluoride), COC=1C=C(C=CC1)B(O)O (3-methoxyphenylboronic acid). Reagents/catalysts: C=1C=CC(=CC1)[P](C=2C=CC=CC2)(C=3C=CC=CC3)[Pd]([P](C=4C=CC=CC4)(C=5C=CC=CC5)C=6C=CC=CC6)([P](C=7C=CC=CC7)(C=8C=CC=CC8)C=9C=CC=CC9)[P](C=1C=CC=CC1)(C=1C=CC=CC1)C=1C=CC=CC1 (tetrakis(triphenylphosphine)palladium). Run in COCCOC (DME). Conditions: temperature 85 celsius. The product is CC1=C(C=CC(=C1)COC=1C=C(C=CC1)CCC(=O)OC)C1=CC(=CC=C1)OC (Methyl 3-(3-(((2-methyl-3′-(methyloxy)-1,1′-biphenyl-4-yl)methyl)oxy)phenyl)propanoate). Isolated yield 82.8%. Reaction SMILES: Br[C:2]1[CH:7]=[CH:6][C:5]([CH2:8][O:9][C:10]2[CH:11]=[C:12]([CH2:16][CH2:17][C:18]([O:20][CH3:21])=[O:19])[CH:13]=[CH:14][CH:15]=2)=[CH:4][C:3]=1[CH3:22].[F-].[Cs+].[CH3:25][O:26][C:27]1[CH:28]=[C:29](B(O)O)[CH:30]=[CH:31][CH:32]=1>C1C=CC([P]([Pd]([P](C2C=CC=CC=2)(C2C=CC=CC=2)C2C=CC=CC=2)([P](C2C=CC=CC=2)(C2C=CC=CC=2)C2C=CC=CC=2)[P](C2C=CC=CC=2)(C2C=CC=CC=2)C2C=CC=CC=2)(C2C=CC=CC=2)C2C=CC=CC=2)=CC=1.COCCOC>[CH3:22][C:3]1[CH:4]=[C:5]([CH2:8][O:9][C:10]2[CH:11]=[C:12]([CH2:16][CH2:17][C:18]([O:20][CH3:21])=[O:19])[CH:13]=[CH:14][CH:15]=2)[CH:6]=[CH:7][C:2]=1[C:31]1[CH:30]=[CH:29][CH:28]=[C:27]([O:26][CH3:25])[CH:32]=1 |f:1.2,^1:39,41,60,79|. Procedure: To a 2 dram vial charged with methyl ester 1.3 (0.0700 g, 0.193 mmol), tetrakis(triphenylphosphine)palladium (0) (0.0445 g, 0.0385 mmol), cesium fluoride (0.0356 mL, 0.964 mmol), and 3-methoxyphenylboronic acid (available from Aldrich) (0.0878 g, 0.578 mmol), was added DME (1 mL). The resulting mixture was then heated at 85° C. overnight. The reaction was allowed to cool and then filtered and concentrated. The crude product was purified by combiflash (0 to 20% EtOAc/hexanes) yielding 1.4 (0.0624...